This data is from the Open Reaction Database (ORD), a public repository of structured organic reaction records. The task is: describe an organic reaction: reactants, conditions, products, and yield The solvent is O (water). Product: OC12CC3(CC(CC(C1)C3)C2)C(C(=O)O)=O (3-Hydroxy-α-oxotricyclo-[3.3.1.13,7]decane-1-acetic acid). RXN SMILES: Cl[C:2](Cl)([C:6]12[CH2:15][CH:10]3[CH2:11][CH:12]([CH2:14][C:8]([OH:16])([CH2:9]3)[CH2:7]1)[CH2:13]2)[C:3]([OH:5])=[O:4].[OH-].[Na+].[Na].C([O-])(O)=[O:22].[Na+].C(=O)=O.Cl>O>[OH:16][C:8]12[CH2:14][CH:12]3[CH2:11][CH:10]([CH2:15][C:6]([C:2](=[O:22])[C:3]([OH:5])=[O:4])([CH2:13]3)[CH2:7]1)[CH2:9]2 |f:1.2,4.5,^1:19|. Reported procedure: A 500 ml three-necked flask was charged with dichloro-(3-hydroxy-adamantan-1-yl)-acetic acid (Formula IX) (38.67 g, 138.5 mmol). To this material was added water (160 ml) and 1 N NaOH (138 ml, 138 mmol; 1 N NaOH was used to generate the sodium salt of dichloro-(3-hydroxy-adamantan-1-yl)-acetic acid to avoid foaming problems which would occur with solid NaHCO3) to give a hazy solution. To this solution was added solid NaHCO3 (29.10 grams, 346 mmol, 2.50 equivalents). After the NaHCO3 was added th... The reactants are [Na] (sodium), [OH-].[Na+] (NaOH), mixture, [Na] (sodium), [OH-].[Na+] (NaOH), C(=O)=O (CO2), C(=O)(O)[O-].[Na+] (NaHCO3), ClC(C(=O)O)(C12CC3(CC(CC(C1)C3)C2)O)Cl (dichloro-(3-hydroxy-adamantan-1-yl)-acetic acid), C(=O)(O)[O-].[Na+] (NaHCO3), ClC(C(=O)O)(C12CC3(CC(CC(C1)C3)C2)O)Cl (dichloro-(3-hydroxy-adamantan-1-yl)-acetic acid), ClC(C(=O)O)(C12CC3(CC(CC(C1)C3)C2)O)Cl (dichloro-(3-hydroxy-adamantan-1-yl)-acetic acid), C(=O)(O)[O-].[Na+] (NaHCO3), Cl (HCl), ClC(C(=O)O)(C12CC3(CC(CC(C1)C3)C2)O)Cl (dichloro-(3-hydroxy-adamantan-1-yl)-acetic acid). Conditions: temperature 80 celsius. The reactants are C(C)N(C(=O)N[C@@H]1CN([C@@H]2CC3=C(NC4=CC=CC([C@H]2C1)=C34)C)C)CC (1,1-diethyl-3-(2,6-dimethyl-8alpha-ergolinyl)-urea), C(C(O)C(O)C(=O)O)(=O)O (tartaric acid), N (ammonia), [Cl-].[Al+3].[Cl-].[Cl-] (aluminum chloride), C(C)(=O)Cl (acetyl chloride). Solvent: ClCCl (dichloromethane), O (water), ClCCl (dichloromethane). Reaction conditions: time 15 minute. Yields the product C(C)(=O)C=1C=C2NC(=C3C[C@H]4N(C[C@H](C[C@@H]4C(C1)=C32)NC(N(CC)CC)=O)C)C (3-(13-Acetyl-2,6-dimethyl-8alpha-ergolinyl)-1,1-diethylurea). Reaction SMILES: [Cl-].[Al+3].[Cl-].[Cl-].[C:5](Cl)(=[O:7])[CH3:6].[CH2:9]([N:11]([CH2:33][CH3:34])[C:12]([NH:14][C@H:15]1[CH2:29][C@H:28]2[C@@H:18]([CH2:19][C:20]3[C:30]4[C:23](=[CH:24][CH:25]=[CH:26][C:27]2=4)[NH:22][C:21]=3[CH3:31])[N:17]([CH3:32])[CH2:16]1)=[O:13])[CH3:10].C(O)(=O)C(C(C(O)=O)O)O.N>ClCCl.O>[C:5]([C:25]1[CH:24]=[C:23]2[C:30]3[C:20]([CH2:19][C@@H:18]4[C@@H:28]([C:27]=3[CH:26]=1)[CH2:29][C@H:15]([NH:14][C:12](=[O:13])[N:11]([CH2:33][CH3:34])[CH2:9][CH3:10])[CH2:16][N:17]4[CH3:32])=[C:21]([CH3:31])[NH:22]2)(=[O:7])[CH3:6] |f:0.1.2.3|. Procedure: 2.4 g of anhydrous aluminum chloride and 1.3 ml of acetyl chloride are dissolved in 70 ml of dichloromethane and stirred for 15 minutes at room temperature. 708 mg of 1,1-diethyl-3-(2,6-dimethyl-8alpha-ergolinyl)-urea (2 mmol) dissolved in 30 ml of dichloromethane is added to it, and stirred for 30 minutes at room temperature. Ice is added and after 15 minutes of stirring, a solution of 2.8 g of tartaric acid in 80 ml of water is added. After another 15 minutes, it is made alkaline with conc. am...